From a dataset of the Open Reaction Database (ORD), a public repository of structured organic reaction records. describe an organic reaction: reactants, conditions, products, and yield Starting materials: FC(C(=O)O)(F)F (Trifluoroacetic acid), COC1=C(OC2=CC(=NC=C2)C(=O)OC(C)(C)C)C=C(C(=C1)NC)[N+](=O)[O-] (tert-butyl 4-(2-methoxy-4-(methylamino)-5-nitrophenoxy)pyridine-2-carboxylate). Run at time 5 hour. The product is COC1=C(OC2=CC(=NC=C2)C(=O)O)C=C(C(=C1)NC)[N+](=O)[O-] (4-(2-methoxy-4-(methylamino)-5-nitrophenoxy)pyridine-2-carboxylic acid). RXN SMILES: FC(F)(F)C(O)=O.[CH3:8][O:9][C:10]1[CH:29]=[C:28]([NH:30][CH3:31])[C:27]([N+:32]([O-:34])=[O:33])=[CH:26][C:11]=1[O:12][C:13]1[CH:18]=[CH:17][N:16]=[C:15]([C:19]([O:21]C(C)(C)C)=[O:20])[CH:14]=1>>[CH3:8][O:9][C:10]1[CH:29]=[C:28]([NH:30][CH3:31])[C:27]([N+:32]([O-:34])=[O:33])=[CH:26][C:11]=1[O:12][C:13]1[CH:18]=[CH:17][N:16]=[C:15]([C:19]([OH:21])=[O:20])[CH:14]=1. Reported procedure: Trifluoroacetic acid was added neat to tert-butyl 4-(2-methoxy-4-(methylamino)-5-nitrophenoxy)pyridine-2-carboxylate and stirred at room temperature for 5 hours. TFA was evaporated, solid product azeotroped with toluene then placed under vacuum for 24 hours to yield 4-(2-methoxy-4-(methylamino)-5-nitrophenoxy)pyridine-2-carboxylic acid. HPLC=3.07 min; MS: MH+=321 Starting materials: F[B-](F)(F)F, CC(=O)O, Oc1cncc(Cl)c1, [K+], N#[N+]c1ccc([N+](=O)[O-])cc1, [OH-], O. Product: O=[N+]([O-])c1ccc(N=Nc2ncc(O)cc2Cl)cc1. Reaction SMILES: [B-:11]([F:12])([F:13])([F:14])[F:15].[CH3:27][C:28](=[O:29])[OH:30].[Cl:1][c:2]1[cH:3][c:4]([OH:8])[cH:5][n:6][cH:7]1.[K+:10].[N+:16](=[O:17])([O-:18])[c:19]1[cH:20][cH:21][c:22]([N+:25]#[N:26])[cH:23][cH:24]1.[OH-:9].[OH2:31]>>[Cl:1][c:2]1[cH:3][c:4]([OH:8])[cH:5][n:6][c:7]1[N:26]=[N:25][c:22]1[cH:21][cH:20][c:19]([N+:16](=[O:17])[O-:18])[cH:24][cH:23]1. The reactants are C(C)O (ethanol), CI (methyl iodide), C[O-].[Na+] (sodium methoxide), N=1C=CN2C(NC3=C(CC21)C=CC=C3)=S (11H-imidazo[1,2-c][1,3]benzodiazepine-5(6H)-thione). Run in O (water). Product: CSC1=NC2=C(CC=3N1C=CN3)C=CC=C2 (5-methylthio-11H-imidazo[1,2-c][1,3]benzodiazepine). RXN SMILES: [CH2:1](O)C.C[O-].[Na+].[N:7]1[CH:8]=[CH:9][N:10]2[C:16]=1[CH2:15][C:14]1[CH:17]=[CH:18][CH:19]=[CH:20][C:13]=1[NH:12][C:11]2=[S:21].CI>O>[CH3:1][S:21][C:11]1[N:10]2[CH:9]=[CH:8][N:7]=[C:16]2[CH2:15][C:14]2[CH:17]=[CH:18][CH:19]=[CH:20][C:13]=2[N:12]=1 |f:1.2|. Procedure details: Absolute ethanol (20,000 ml) was charged into a 20 gallon flask and stirred under nitrogen atmosphere; 517.62 g (9.58 moles) of sodium methoxide were added. After stirring for 30 minutes there was complete solution and 2,063 g (9.58 moles) of 11H-imidazo[1,2-c][1,3]benzodiazepine-5(6H)-thione were added. There was complete solution after stirring at room temperature for 1 hour. The solution was then cooled to 1°, and 1,360 g (9.58 moles) of methyl iodide were added over 30 minutes. The reaction ... The reactants are O=[N+]([O-])O, Oc1nc2ccccc2[nH]1. The product is O=[N+]([O-])c1ccc2[nH]c(O)nc2c1. Reaction SMILES: [OH:11][N+:12]([O-:13])=[O:14].[OH:1][c:2]1[n:3][c:4]2[c:5]([nH:6]1)[cH:7][cH:8][cH:9][cH:10]2>>[OH:1][c:2]1[n:3][c:4]2[c:5]([nH:6]1)[cH:7][cH:8][c:9]([N+:12](=[O:11])[O-:13])[cH:10]2. Starting materials: CCOc1cc2c(cc1Br)C(C(C)(C)C)=CCC2(C)C, [Li]CCCC, CN(C)C=O. Product: CCOc1cc2c(cc1C=O)C(C(C)(C)C)=CCC2(C)C. RXN SMILES: [Br:1][c:2]1[cH:3][c:4]2[c:9]([cH:10][c:11]1[O:12][CH2:13][CH3:14])[C:8]([CH3:15])([CH3:16])[CH2:7][CH:6]=[C:5]2[C:17]([CH3:18])([CH3:19])[CH3:20].[CH2:21]([Li:22])[CH2:23][CH2:24][CH3:25].[CH3:26][N:27]([CH:28]=[O:29])[CH3:30]>>[c:2]1([CH:28]=[O:29])[cH:3][c:4]2[c:9]([cH:10][c:11]1[O:12][CH2:13][CH3:14])[C:8]([CH3:15])([CH3:16])[CH2:7][CH:6]=[C:5]2[C:17]([CH3:18])([CH3:19])[CH3:20]. Reactants: NC1=C(C=CC(=C1)C(F)(F)F)NC1=C(C(=O)O)C=CC(=C1)Cl (2-{[2-amino-4-(trifluoromethyl)phenyl]amino}-4-chlorobenzoic acid), CC=1C=CC(=CC1)S(=O)(=O)O.O (TsOH.H2O). The solvent is C1(=CC=CC=C1)C (toluene). Yields the product ClC=1C=CC2=C(NC3=C(NC2=O)C=C(C=C3)C(F)(F)F)C1 (3-chloro-8-(trifluoromethyl)-5,10-dihydro-11H-dibenzo[b,e][1,4]diazepin-11-one). Isolated yield 73.8%. RXN SMILES: [NH2:1][C:2]1[CH:7]=[C:6]([C:8]([F:11])([F:10])[F:9])[CH:5]=[CH:4][C:3]=1[NH:12][C:13]1[CH:21]=[C:20]([Cl:22])[CH:19]=[CH:18][C:14]=1[C:15](O)=[O:16].CC1C=CC(S(O)(=O)=O)=CC=1.O>C1(C)C=CC=CC=1>[Cl:22][C:20]1[CH:19]=[CH:18][C:14]2[C:15](=[O:16])[NH:1][C:2]3[CH:7]=[C:6]([C:8]([F:11])([F:10])[F:9])[CH:5]=[CH:4][C:3]=3[NH:12][C:13]=2[CH:21]=1 |f:1.2|. Procedure: A mixture of Example 5B (0.3 g, 0.91 mmol) and TsOH.H2O (0.35 g, 1.82 mmol) in toluene (50 mL) was heated to reflux for 20 hours using a Dean-Stark trap to remove water. The reaction was cooled to room temperature, concentrated under vacuum, diluted with ethyl acetate, washed with saturated NaHCO3 and brine, dried (MgSO4), filtered, and concentrated under vacuum. The residue was purified by flash column chromatography on silica gel with 7:3 hexanes/ethyl acetate to provide 0.21 g (81%) of the de...